From a dataset of the Open Reaction Database (ORD), a public repository of structured organic reaction records. describe an organic reaction: reactants, conditions, products, and yield Reactants: ClCCCBr, O=C([O-])[O-], CC#N, [I-], [K+], [K+], [K+], COC(=O)C1Oc2ccccc2CCC1=O. Product: COC(=O)C1(CCCCl)Oc2ccccc2CCC1=O. Reaction SMILES: [Br:17][CH2:18][CH2:19][CH2:20][Cl:21].[C:24](=[O:25])([O-:26])[O-:27].[CH3:30][C:31]#[N:32].[I-:23].[K+:22].[K+:28].[K+:29].[O:1]=[C:2]1[CH:3]([C:13](=[O:14])[O:15][CH3:16])[O:4][c:5]2[c:6]([cH:9][cH:10][cH:11][cH:12]2)[CH2:7][CH2:8]1>>[O:1]=[C:2]1[C:3]([C:13](=[O:14])[O:15][CH3:16])([CH2:18][CH2:19][CH2:20][Cl:21])[O:4][c:5]2[c:6]([cH:9][cH:10][cH:11][cH:12]2)[CH2:7][CH2:8]1. Reactants: ClC=1N=CN(C1C(=O)NCC1=C(C(=C(C=C1)Cl)OC1=CC(=CC(=C1)C(F)F)C#N)F)COCC[Si](C)(C)C (4-chloro-N-[(4-chloro-3-{[3-cyano-5-(difluoromethyl)phenyl]oxy}-2-fluorophenyl)methyl]-1-({[2-(trimethylsilyl)ethyl]oxy}methyl)-1H-imidazole-5-carboxamide), C(=O)(C(F)(F)F)O (TFA). Solvent: C(Cl)Cl (DCM). Conditions: time 2 hour. Yields the product ClC=1N=CNC1C(=O)NCC1=C(C(=C(C=C1)Cl)OC1=CC(=CC(=C1)C(F)F)C#N)F (4-chloro-N-[(4-chloro-3-{[3-cyano-5-(difluoromethyl)phenyl]oxy}-2-fluorophenyl)methyl]-1H-imidazole-5-carboxamide). Isolated yield 89.1%. As a reaction SMILES: [Cl:1][C:2]1[N:3]=[CH:4][N:5](COCC[Si](C)(C)C)[C:6]=1[C:7]([NH:9][CH2:10][C:11]1[CH:16]=[CH:15][C:14]([Cl:17])=[C:13]([O:18][C:19]2[CH:24]=[C:23]([CH:25]([F:27])[F:26])[CH:22]=[C:21]([C:28]#[N:29])[CH:20]=2)[C:12]=1[F:30])=[O:8].C(O)(C(F)(F)F)=O>C(Cl)Cl>[Cl:1][C:2]1[N:3]=[CH:4][NH:5][C:6]=1[C:7]([NH:9][CH2:10][C:11]1[CH:16]=[CH:15][C:14]([Cl:17])=[C:13]([O:18][C:19]2[CH:24]=[C:23]([CH:25]([F:26])[F:27])[CH:22]=[C:21]([C:28]#[N:29])[CH:20]=2)[C:12]=1[F:30])=[O:8]. Reported procedure: To a solution of 4-chloro-N-[(4-chloro-3-{[3-cyano-5-(difluoromethyl)phenyl]oxy}-2-fluorophenyl)methyl]-1-({[2-(trimethylsilyl)ethyl]oxy}methyl)-1H-imidazole-5-carboxamide (81 mg, 0.138 mmol) dissolved in DCM (5 ml) was added TFA (2.00 ml) and the reaction mixture was stirred at RT for 2 hours. The solvent was removed and the crude material was purified via reverse phase HPLC to give 4-chloro-N-[(4-chloro-3-{[3-cyano-5-(difluoromethyl)phenyl]oxy}-2-fluorophenyl)methyl]-1H-imidazole-5-carboxamide... The reactants are C1(CCCCC1)P(C1=C(C=CC=C1)C1=C(C=C(C=C1C(C)C)C(C)C)C(C)C)C1CCCCC1 (dicyclohexyl(2′,4′,6′-triisopropyl-[1,1′-biphenyl]-2-yl)phosphine), BrC=1C=C2N3C(C(N(N=C3COC2=CC1)COCC[Si](C)(C)C)=O)C (6-bromo-4-methyl-2-(2-trimethylsilanyl-ethoxymethyl)-2,10-dihydro-9-oxa-1,2,4a-triaza-phenanthren-3-one), N1(CCNCC1)C(=O)OC(C)(C)C (tert-butyl piperazine-1-carboxylate), CC(C)(C)[O-].[Na+] (sodium 2-methylpropan-2-olate). Reagents/catalysts: C(C)(=O)O[Pd]OC(C)=O (diacetoxypalladium). The solvent is C1(=CC=CC=C1)C (toluene). The product is C(C)(C)(C)OC(=O)N1CCN(CC1)C=1C=C2N3C(C(N(N=C3COC2=CC1)COCC[Si](C)(C)C)=O)C (4-[4-methyl-3-oxo-2-(2-trimethylsilanyl-ethoxymethyl)-2,3,4,10-tetrahydro-9-oxa-1,2,4a-triaza-phenanthren-6-yl]-piperazine-1-carboxylic acid tert-butyl ester). Yield: 33.7%. As a reaction SMILES: Br[C:2]1[CH:3]=[C:4]2[C:13](=[CH:14][CH:15]=1)[O:12][CH2:11][C:10]1[N:5]2[CH:6]([CH3:25])[C:7](=[O:24])[N:8]([CH2:16][O:17][CH2:18][CH2:19][Si:20]([CH3:23])([CH3:22])[CH3:21])[N:9]=1.[N:26]1([C:32]([O:34][C:35]([CH3:38])([CH3:37])[CH3:36])=[O:33])[CH2:31][CH2:30][NH:29][CH2:28][CH2:27]1.CC([O-])(C)C.[Na+].C1(P(C2CCCCC2)C2C=CC=CC=2C2C(C(C)C)=CC(C(C)C)=CC=2C(C)C)CCCCC1>C1(C)C=CC=CC=1.C(O[Pd]OC(=O)C)(=O)C>[C:35]([O:34][C:32]([N:26]1[CH2:31][CH2:30][N:29]([C:2]2[CH:3]=[C:4]3[C:13](=[CH:14][CH:15]=2)[O:12][CH2:11][C:10]2[N:5]3[CH:6]([CH3:25])[C:7](=[O:24])[N:8]([CH2:16][O:17][CH2:18][CH2:19][Si:20]([CH3:23])([CH3:22])[CH3:21])[N:9]=2)[CH2:28][CH2:27]1)=[O:33])([CH3:38])([CH3:36])[CH3:37] |f:2.3|. Procedure details: To a mixture of 6-bromo-4-methyl-2-(2-trimethylsilanyl-ethoxymethyl)-2,10-dihydro-9-oxa-1,2,4a-triaza-phenanthren-3-one (Preparation #1, Step E, 0.5 g, 1.173 mmol), tert-butyl piperazine-1-carboxylate (0.655 g, 3.52 mmol) and sodium 2-methylpropan-2-olate (0.225 g, 2.345 mmol) in toluene (50 mL) was added dicyclohexyl(2′,4′,6′-triisopropyl-[1,1′-biphenyl]-2-yl)phosphine (0.224 g, 0.469 mmol) and diacetoxypalladium (0.026 g, 0.117 mmol) and the reaction mixture was heated at reflux overnight. The... Starting materials: NC=1C=NC2=CC=CC=C2C1NCCCCC(=O)OCC (Ethyl 5-(3-aminoquinolin-4-ylamino)pentanoate), [OH-].[Na+] (sodium hydroxide), C(C)OCC(=O)Cl (Ethoxyacetyl chloride), C(C)OCC=1N(C2=C(C=NC=3C=CC=CC23)N1)CCCCC(=O)OCC (Ethyl 5-(2-ethoxymethyl-1H-imidazo[4,5-c]quinolin-1-yl)pentanoate), C(C)(=O)[O-].[NH4+] (ammonium acetate). Run at temperature 110 celsius. The product is C(C)OCC=1N(C2=C(C=NC=3C=CC=CC23)N1)CCCCC(=O)N (5-[2-(ethoxymethyl)-1H-imidazo[4,5-c]quinolin-1-yl]pentanamide). Reaction SMILES: [NH2:1]C1C=NC2C(C=1NCCCCC(OCC)=O)=CC=CC=2.C(OCC(Cl)=O)C.[CH2:29]([O:31][CH2:32][C:33]1[N:34]([CH2:46][CH2:47][CH2:48][CH2:49][C:50](OCC)=[O:51])[C:35]2[C:44]3[CH:43]=[CH:42][CH:41]=[CH:40][C:39]=3[N:38]=[CH:37][C:36]=2[N:45]=1)[CH3:30].C([O-])(=O)C.[NH4+].[OH-].[Na+]>>[CH2:29]([O:31][CH2:32][C:33]1[N:34]([CH2:46][CH2:47][CH2:48][CH2:49][C:50]([NH2:1])=[O:51])[C:35]2[C:44]3[CH:43]=[CH:42][CH:41]=[CH:40][C:39]=3[N:38]=[CH:37][C:36]=2[N:45]=1)[CH3:30] |f:3.4,5.6|. Reported procedure: Ethyl 5-(3-aminoquinolin-4-ylamino)pentanoate, prepared in Parts A and B of Example 34, was treated as described in Part A of Example 36. Ethoxyacetyl chloride was used instead of methoxypropionyl chloride. Ethyl 5-(2-ethoxymethyl-1H-imidazo[4,5-c]quinolin-1-yl)pentanoate (6.0 g, 17 mmol) and ammonium acetate (15 g) were sealed in a high-pressure vessel and heated for four days at 110° C. and then allowed to cool to ambient temperature. Aqueous sodium hydroxide (10%) was added, and the mixture w... Reaction SMILES: [Cl:1][C:2]1[N:20]=[C:19]([Cl:21])[CH:18]=[CH:17][C:3]=1[C:4]([CH:6](C(OCC)=O)[C:7]([O:9][CH2:10][CH3:11])=[O:8])=[O:5]>O.C1(C)C=CC(S(O)(=O)=O)=CC=1>[Cl:1][C:2]1[N:20]=[C:19]([Cl:21])[CH:18]=[CH:17][C:3]=1[C:4]([CH2:6][C:7]([O:9][CH2:10][CH3:11])=[O:8])=[O:5]. Solvent: O (water), C1(=CC=C(C=C1)S(=O)(=O)O)C (p-toluenesulphonic acid). Starting materials: ClC1=C(C(=O)C(C(=O)OCC)C(=O)OCC)C=CC(=N1)Cl (diethyl (2,6-dichloronicotinoyl)-malonate). Product: ClC1=C(C(=O)CC(=O)OCC)C=CC(=N1)Cl (Ethyl (2,6-dichloronicotinoyl)acetate). Reported procedure: The crude diethyl (2,6-dichloronicotinoyl)-malonate is refluxed for 2 hours in 45 ml of water and 90 mg of p-toluenesulphonic acid. The mixture is extracted using methylene chloride, and the methylene chloride phase is washed with water, dried over sodium sulphate and concentrated in vacuo. The crude product is purified on silica gel (eluent dichloromethane). Reactants: COC(CN)C1=CC(=C(C=C1)OC)OC (2,3,4-trimethoxyphenylethylamine), COC=1C=C(C=CC1OC)CC(=O)Cl (3,4-dimethoxyphenyl acetyl chloride). The product is COC=1C(=C(C=CC1)CCNC(CC1=CC(=C(C=C1)OC)OC)=O)OC(C)C (N-[2(3-methoxy-isopropoxy-phenyl)-ethyl]-3,4-dimethoxyphenyl-acetamide). As a reaction SMILES: CO[CH:3]([C:6]1[CH:11]=[CH:10][C:9](OC)=[C:8]([O:14][CH3:15])[CH:7]=1)[CH2:4][NH2:5].[CH3:16][O:17][C:18]1[CH:19]=[C:20]([CH2:26][C:27](Cl)=[O:28])[CH:21]=[CH:22][C:23]=1[O:24][CH3:25]>>[CH3:15][O:14][C:8]1[C:7]([O:14][CH:8]([CH3:9])[CH3:7])=[C:6]([CH2:3][CH2:4][NH:5][C:27](=[O:28])[CH2:26][C:20]2[CH:21]=[CH:22][C:23]([O:24][CH3:25])=[C:18]([O:17][CH3:16])[CH:19]=2)[CH:11]=[CH:10][CH:9]=1. Procedure details: prepared by reaction of 2,3,4-trimethoxyphenylethylamine with 3,4-dimethoxyphenyl acetyl chloride. Reactants: BrC=1N=C(C(=NC1)N(C(=O)OC(C)(C)C)C(=O)OC(C)(C)C)OC (di-tert-butyl (5-bromo-3-methoxypyrazin-2-yl)imidodicarbonate), FC(CN1N=C(C(=C1)C1=NC(=NC=C1)NC[C@H](C)O)[Sn](C)(C)C)F ((2S)-1-({4-[1-(2,2-difluoroethyl)-3-(trimethylstannyl)-1H-pyrazol-4-yl]pyrimidin-2-yl}amino)propan-2-ol), Tetrakis(triphenylphoshine)palladium (0). Reagents/catalysts: [Cu](I)I (Copper iodide). The solvent is CN(C)C=O (DMF), CO (methanol), O (water). Run at temperature 10 celsius. Product: NC=1N=CC(=NC1OC)C1=NN(C=C1C1=NC(=NC=C1)NC[C@H](C)O)CC(F)F ((2S)-1-({4-[3-(5-amino-6-methoxypyrazin-2-yl)-1-(2,2-difluoroethyl)-1H-pyrazol-4-yl]pyrimidin-2-yl}amino)propan-2-ol). The yield is 34.6%. RXN SMILES: Br[C:2]1[N:3]=[C:4]([O:23][CH3:24])[C:5]([N:8](C(OC(C)(C)C)=O)C(OC(C)(C)C)=O)=[N:6][CH:7]=1.[F:25][CH:26]([F:48])[CH2:27][N:28]1[CH:32]=[C:31]([C:33]2[CH:38]=[CH:37][N:36]=[C:35]([NH:39][CH2:40][C@@H:41]([OH:43])[CH3:42])[N:34]=2)[C:30]([Sn](C)(C)C)=[N:29]1>CN(C=O)C.CO.O.[Cu](I)I>[NH2:8][C:5]1[N:6]=[CH:7][C:2]([C:30]2[C:31]([C:33]3[CH:38]=[CH:37][N:36]=[C:35]([NH:39][CH2:40][C@@H:41]([OH:43])[CH3:42])[N:34]=3)=[CH:32][N:28]([CH2:27][CH:26]([F:48])[F:25])[N:29]=2)=[N:3][C:4]=1[O:23][CH3:24]. Procedure details: A mixture of di-tert-butyl (5-bromo-3-methoxypyrazin-2-yl)imidodicarbonate (517 mg, 1.28 mmol), (2S)-1-({4-[1-(2,2-difluoroethyl)-3-(trimethylstannyl)-1H-pyrazol-4-yl]pyrimidin-2-yl}amino)propan-2-ol (570 mg, 1.28 mmol), Copper iodide (5 mg, 0.026 mmol) in DMF (13 mL) was deoxygenated with a N2 bubbler for a few minutes before adding Tetrakis(triphenylphoshine)palladium (0) (74 mg, 0.064 mmol). The mixture was sealed in a microwave vial and heated in an oil bath at 10° C. for 18 hrs. This mixtur...